This data is from the Open Reaction Database (ORD), a public repository of structured organic reaction records. The task is: describe an organic reaction: reactants, conditions, products, and yield Reactants: O=C([O-])[O-], CCOC(C)=O, CC(C)O, CC12COCCN1c1nc(Cl)ncc1NC2=O, [Cs+], [Cs+], CC(F)(F)COS(=O)(=O)c1ccc([N+](=O)[O-])cc1. The product is CC(F)(F)CN1C(=O)C2(C)COCCN2c2nc(Cl)ncc21. RXN SMILES: [C:36](=[O:37])([O-:38])[O-:39].[CH3:42][CH2:43][O:44][C:45]([CH3:46])=[O:47].[CH:48]([OH:49])([CH3:50])[CH3:51].[Cl:1][c:2]1[n:3][c:4]2[c:9]([cH:10][n:11]1)[NH:8][C:7](=[O:12])[C:6]1([CH3:17])[N:5]2[CH2:16][CH2:15][O:14][CH2:13]1.[Cs+:40].[Cs+:41].[N+:18]([c:19]1[cH:20][cH:21][c:22]([S:23]([O:24][CH2:31][C:32]([CH3:33])([F:34])[F:35])(=[O:25])=[O:26])[cH:27][cH:28]1)([O-:29])=[O:30]>>[Cl:1][c:2]1[n:3][c:4]2[c:9]([cH:10][n:11]1)[N:8]([CH2:31][C:32]([CH3:33])([F:34])[F:35])[C:7](=[O:12])[C:6]1([CH3:17])[N:5]2[CH2:16][CH2:15][O:14][CH2:13]1. Starting materials: C(C)(=O)OCC.CCCCCC (ethyl acetate hexane), CC(C)C[AlH]CC(C)C (DIBAL), CC(C)(C)[SiH2]OC1CC(OC2(C1)OCCCC2)C/C=C(/C(=O)OCC)\C (ethyl 4-[4-[(1,1-dimethylethyl)silyl]oxy-1,7-dioxaspiro[5.5]undec-2-yl]-2-methyl-2E-butenoate), CO (methanol). Solvent: C(Cl)Cl (methylene chloride). Product: CC(C)(C)[SiH2]OC1CC(OC2(C1)OCCCC2)CC/C(=C/O)/C (4-[4-[(1,1-dimethylethyl)silyl]oxy-1,7-dioxaspiro[5.5]undec-2-yl]-2-methyl-2E-butenol). Reaction SMILES: CC(C[AlH]CC(C)C)C.[CH3:10][C:11]([SiH2:14][O:15][CH:16]1[CH2:21][C:20]2([CH2:26][CH2:25][CH2:24][CH2:23][O:22]2)[O:19][CH:18]([CH2:27]/[CH:28]=[C:29](\[CH3:35])/[C:30](OCC)=[O:31])[CH2:17]1)([CH3:13])[CH3:12].CO.C(OCC)(=O)C.CCCCCC>C(Cl)Cl>[CH3:13][C:11]([SiH2:14][O:15][CH:16]1[CH2:21][C:20]2([CH2:26][CH2:25][CH2:24][CH2:23][O:22]2)[O:19][CH:18]([CH2:27][CH2:28]/[C:29](/[CH3:35])=[CH:30]/[OH:31])[CH2:17]1)([CH3:10])[CH3:12] |f:3.4|. Reported procedure: A solution of 1M DIBAL (155 ml; 155 mmoles) is added dropwise to a solution of ethyl 4-[4-[(1,1-dimethylethyl)silyl]oxy-1,7-dioxaspiro[5.5]undec-2-yl]-2-methyl-2E-butenoate, (29.0 g; 70.3 mmoles) in methylene chloride (350 ml) with stirring under nitrogen at -78°. Upon completion of the addition, the reaction mixture is allowed to warm to 2° and stirred for two hours. The reaction mixture is cooled to 0° and treated dropwise (slight foaming) with methanol (45 ml). After 15 minutes the reaction m...